From a dataset of the Open Reaction Database (ORD), a public repository of structured organic reaction records. describe an organic reaction: reactants, conditions, products, and yield Starting materials: CC(C(=O)OC(C)(C)C)C (tert-butyl 2-methylpropanoate), BrC1=CC2=C(C(=NC3=CC=NC(=C23)Cl)Cl)C=C1 (9-bromo-1,6-dichlorobenzo[c]-1,6-naphthyridine), C[Si](C)(C)[N-][Si](C)(C)C.[Na+] (NaHMDS). Solvent: C1(=CC=CC=C1)C (Toluene). Reaction conditions: temperature 0 celsius, time 5 hour. The product is BrC1=CC2=C(C(=NC3=CC=NC(=C23)Cl)C(C(=O)OC(C)(C)C)(C)C)C=C1 (tert-butyl 2-(9-bromo-1-chlorobenzo[c]-1,6-naphthyridin-6-yl)-2-methylpropanoate). As a reaction SMILES: [Br:1][C:2]1[CH:17]=[CH:16][C:5]2[C:6](Cl)=[N:7][C:8]3[C:13]([C:4]=2[CH:3]=1)=[C:12]([Cl:14])[N:11]=[CH:10][CH:9]=3.[CH3:18][CH:19]([CH3:27])[C:20]([O:22][C:23]([CH3:26])([CH3:25])[CH3:24])=[O:21].C[Si]([N-][Si](C)(C)C)(C)C.[Na+]>C1(C)C=CC=CC=1>[Br:1][C:2]1[CH:17]=[CH:16][C:5]2[C:6]([C:19]([CH3:27])([CH3:18])[C:20]([O:22][C:23]([CH3:26])([CH3:25])[CH3:24])=[O:21])=[N:7][C:8]3[C:13]([C:4]=2[CH:3]=1)=[C:12]([Cl:14])[N:11]=[CH:10][CH:9]=3 |f:2.3|. Reported procedure: To a stirred suspension of 9-bromo-1,6-dichlorobenzo[c]-1,6-naphthyridine (5 g, 15.24 mmol) in Toluene (50 ml) was added tert-butyl 2-methylpropanoate (2.64 g, 18.29 mmol). The reaction mixture was cooled to 0° C. A solution of NaHMDS (1M in THF, 3.35 g, 18.29 mmol) was added dropwise, and the reaction mixture was allowed to warm to room temperature. After 5 hours, the reaction was quenched with aqueous saturated ammonium chloride (50 mL), and extracted with EtOAc (1×100 mL). The organic layer w... Reported procedure: 1-((2-chloro-4-morpholinothieno[2,3-d]pyrimidin-6-yl)methyl)piperidin-4-ol (187 mg, 0.5 mmol) was utilized in a Suzuki coupling with tert-butyl methyl(5-(4,4,5,5-tetramethyl-1,3,2-dioxaborolan-2-yl)pyrimidin-2-yl)carbamate (238 mg, 0.7 mmol) according to General Procedure Suzuki to provide 381 (53 mg) after reverse phase HPLC purification. MS (Q1) 442 (M)+ Isolated yield 24.0%. RXN SMILES: Cl[C:2]1[N:3]=[C:4]([N:19]2[CH2:24][CH2:23][O:22][CH2:21][CH2:20]2)[C:5]2[CH:10]=[C:9]([CH2:11][N:12]3[CH2:17][CH2:16][CH:15]([OH:18])[CH2:14][CH2:13]3)[S:8][C:6]=2[N:7]=1.[CH3:25][N:26]([C:34]1[N:39]=[CH:38][C:37](B2OC(C)(C)C(C)(C)O2)=[CH:36][N:35]=1)C(=O)OC(C)(C)C>>[CH3:25][NH:26][C:34]1[N:39]=[CH:38][C:37]([C:2]2[N:3]=[C:4]([N:19]3[CH2:24][CH2:23][O:22][CH2:21][CH2:20]3)[C:5]3[CH:10]=[C:9]([CH2:11][N:12]4[CH2:17][CH2:16][CH:15]([OH:18])[CH2:14][CH2:13]4)[S:8][C:6]=3[N:7]=2)=[CH:36][N:35]=1. The product is CNC1=NC=C(C=N1)C=1N=C(C2=C(N1)SC(=C2)CN2CCC(CC2)O)N2CCOCC2 (1-((2-(2-(methylamino)pyrimidin-5-yl)-4-morpholinothieno[2,3-d]pyrimidin-6-yl)methyl)piperidin-4-ol). Starting materials: ClC=1N=C(C2=C(N1)SC(=C2)CN2CCC(CC2)O)N2CCOCC2 (1-((2-chloro-4-morpholinothieno[2,3-d]pyrimidin-6-yl)methyl)piperidin-4-ol), CN(C(OC(C)(C)C)=O)C1=NC=C(C=N1)B1OC(C(O1)(C)C)(C)C (tert-butyl methyl(5-(4,4,5,5-tetramethyl-1,3,2-dioxaborolan-2-yl)pyrimidin-2-yl)carbamate). Reactants: FC=1C=C(C=CC1)NC(\C=C\C1=CC=CC=C1)=O ((2E)-N-(3-fluorophenyl)-3-phenylacrylamide), FC=1C=C(C=CC1)NC(\C=C\C1=CC=CC=C1)=O ((2E)-N-(3-fluorophenyl)-3-phenylacrylamide), [Cl-].[Cl-].[Cl-].[Al+3] (aluminium trichloride), 5-fluoro, FC1=CC=C2C=CC(NC2=C1F)=O (7,8-Difluoroquinolin-2(1H)-one). Product: FC1=CC=C2C=CC(NC2=C1)=O (7-Fluoroquinolin-2(1H)-one). As a reaction SMILES: [F:1][C:2]1[CH:3]=[C:4]([NH:8][C:9](=[O:18])/[CH:10]=[CH:11]/C2C=CC=CC=2)[CH:5]=[CH:6][CH:7]=1.[Cl-].[Cl-].[Cl-].[Al+3].FC1C(F)=C2C(C=CC(=O)N2)=CC=1>>[F:1][C:2]1[CH:3]=[C:4]2[C:5]([CH:11]=[CH:10][C:9](=[O:18])[NH:8]2)=[CH:6][CH:7]=1 |f:1.2.3.4|. Procedure: The compound was prepared from (2E)-N-(3-fluorophenyl)-3-phenylacrylamide (Intermediate 30) (13.8 g, 57.2 mmol) and aluminium trichloride (30.5 g, 229 mmol) in a similar way as described for Intermediate 21 to give a mixture of the title compound together with the corresponding 5-fluoro regioisomer in a ratio of 3:1. This mixture was vigorously stirred in dichloromethane (100 mL) for 3 hours at room temperature and then filtered. The solid obtained was resuspended in diethyl ether (200 mL) and s... Yields the product O=C(O)Cn1nc2c(c1-c1ccc(O)cc1)C(=O)c1c(NC(=O)NN3CCOCC3)cccc1-2. Starting materials: CCO, CCOC(C)=O, CS(C)=O, [Na+], C1COCCO1, [OH-], CCOC(=O)Cn1nc2c(c1-c1ccc(O)cc1)C(=O)c1c(NC(=O)NN3CCOCC3)cccc1-2. RXN SMILES: [CH3:43][CH2:44][OH:45].[CH3:48][CH2:49][O:50][C:51]([CH3:52])=[O:53].[CH3:54][S:55]([CH3:56])=[O:57].[Na+:47].[O:37]1[CH2:38][CH2:39][O:40][CH2:41][CH2:42]1.[OH-:46].[OH:1][c:2]1[cH:3][cH:4][c:5](-[c:8]2[c:9]3[c:10]([n:11][n:12]2[CH2:13][C:14](=[O:15])[O:16][CH2:17][CH3:18])-[c:19]2[cH:20][cH:21][cH:22][c:23]([NH:27][C:28](=[O:29])[NH:30][N:31]4[CH2:32][CH2:33][O:34][CH2:35][CH2:36]4)[c:24]2[C:25]3=[O:26])[cH:6][cH:7]1>>[OH:1][c:2]1[cH:3][cH:4][c:5](-[c:8]2[c:9]3[c:10]([n:11][n:12]2[CH2:13][C:14](=[O:15])[OH:16])-[c:19]2[cH:20][cH:21][cH:22][c:23]([NH:27][C:28](=[O:29])[NH:30][N:31]4[CH2:32][CH2:33][O:34][CH2:35][CH2:36]4)[c:24]2[C:25]3=[O:26])[cH:6][cH:7]1. Product: CC#CCOc1ccc(O)cc1. The reactants are CC#CCBr, O=C([O-])[O-], CC(C)=O, [K+], [K+], Oc1ccc(O)cc1. RXN SMILES: [Br:15][CH2:16][C:17]#[C:18][CH3:19].[C:9](=[O:10])([O-:11])[O-:12].[CH3:20][C:21](=[O:22])[CH3:23].[K+:13].[K+:14].[OH:1][c:2]1[cH:3][cH:4][c:5]([OH:6])[cH:7][cH:8]1>>[O:1]([c:2]1[cH:3][cH:4][c:5]([OH:6])[cH:7][cH:8]1)[CH2:16][C:17]#[C:18][CH3:19]. RXN SMILES: [B-:36]([F:37])([F:38])([F:39])[F:40].[CH2:58]([N:59]([CH:60]([CH3:61])[CH3:62])[CH:63]([CH3:64])[CH3:65])[CH3:66].[CH3:1][O:2][C:3](=[O:4])[c:5]1[c:6]([S:11][CH2:12][CH2:13][c:14]2[cH:15][cH:16][c:17]([O:18][CH2:19][C:20](=[O:21])[OH:22])[cH:23][cH:24]2)[cH:7][cH:8][cH:9][cH:10]1.[Cl:25][c:26]1[cH:27][cH:28][c:29]([CH2:30][NH:31][CH2:32][CH3:33])[cH:34][cH:35]1.[O:67]=[CH:68][N:69]([CH3:70])[CH3:71].[OH2:72].[n:41]1([O:42][C:43]([N:44]([CH3:45])[CH3:46])=[N+:47]([CH3:48])[CH3:49])[c:50]2[cH:51][cH:52][cH:53][cH:54][c:55]2[n:56][n:57]1>>[CH3:1][O:2][C:3](=[O:4])[c:5]1[c:6]([S:11][CH2:12][CH2:13][c:14]2[cH:15][cH:16][c:17]([O:18][CH2:19][C:20](=[O:22])[N:31]([CH2:30][c:29]3[cH:28][cH:27][c:26]([Cl:25])[cH:35][cH:34]3)[CH2:32][CH3:33])[cH:23][cH:24]2)[cH:7][cH:8][cH:9][cH:10]1. Reactants: F[B-](F)(F)F, CCN(C(C)C)C(C)C, COC(=O)c1ccccc1SCCc1ccc(OCC(=O)O)cc1, CCNCc1ccc(Cl)cc1, CN(C)C=O, O, CN(C)C(On1nnc2ccccc21)=[N+](C)C. Product: CCN(Cc1ccc(Cl)cc1)C(=O)COc1ccc(CCSc2ccccc2C(=O)OC)cc1.